This data is from the Open Reaction Database (ORD), a public repository of structured organic reaction records. The task is: describe an organic reaction: reactants, conditions, products, and yield Reactants: O=C(CCl)NC1COc2nc([N+](=O)[O-])cn2C1, FC(F)(F)COCCOc1ccc(OC2CCNCC2)cc1. The product is O=C(CN1CCC(Oc2ccc(OCCOCC(F)(F)F)cc2)CC1)NC1COc2nc([N+](=O)[O-])cn2C1. Reaction SMILES: [Cl:1][CH2:2][C:3](=[O:4])[NH:5][CH:6]1[CH2:7][n:8]2[c:9]([n:12][c:13]([N+:15](=[O:16])[O-:17])[cH:14]2)[O:10][CH2:11]1.[F:18][C:19]([CH2:20][O:21][CH2:22][CH2:23][O:24][c:25]1[cH:26][cH:27][c:28]([O:29][CH:30]2[CH2:31][CH2:32][NH:33][CH2:34][CH2:35]2)[cH:36][cH:37]1)([F:38])[F:39]>>[CH2:2]([C:3](=[O:4])[NH:5][CH:6]1[CH2:7][n:8]2[c:9]([n:12][c:13]([N+:15](=[O:16])[O-:17])[cH:14]2)[O:10][CH2:11]1)[N:33]1[CH2:32][CH2:31][CH:30]([O:29][c:28]2[cH:27][cH:26][c:25]([O:24][CH2:23][CH2:22][O:21][CH2:20][C:19]([F:18])([F:38])[F:39])[cH:37][cH:36]2)[CH2:35][CH2:34]1.